This data is from the Open Reaction Database (ORD), a public repository of structured organic reaction records. The task is: describe an organic reaction: reactants, conditions, products, and yield The reactants are O[C@@H]1C[C@@H]2N(C([C@H]([C@@H](CC(CC\C=C/[C@H]3[C@](NC2=O)(C3)C(NS(=O)(=O)C3(CC3)C)=O)C)C)NC(OC(C)(C)C)=O)=O)C1 (tert-butyl ((2R,6S,7R,13aS,14aR,16aS,Z)-2-hydroxy-7,9-dimethyl-14a-(((1-methylcyclopropyl)sulfonyl)carbamoyl)-5,16-dioxo-1,2,3,5,6,7,8,9,10,11,13a,14,14a,15,16,16a-hexadecahydrocyclopropa[e]pyrrolo[1,2-a][1,4]diazacyclopentadecin-6-yl)carbamate), ClC1=NC(=CC2=CC(=CC=C12)OC)N(C)C (1-chloro-6-methoxy-N,N-dimethylisoquinolin-3-amine), CC(C)([O-])C.[K+] (potassium tert-butoxide). Solvent: CS(=O)C (DMSO). Reaction conditions: time 4 hour. Yields the product CN(C=1N=C(C2=CC=C(C=C2C1)OC)O[C@@H]1C[C@@H]2N(C([C@H]([C@@H](CC(CC\C=C/[C@H]3[C@](NC2=O)(C3)C(NS(=O)(=O)C3(CC3)C)=O)C)C)NC(OC(C)(C)C)=O)=O)C1)C (tert-butyl ((2R,6S,7R,13aS,14aR,16aS,Z)-2-((3-(dimethylamino)-6-methoxyisoquinolin-1-yl)oxy)-7,9-dimethyl-14a-(((1-methylcyclopropyl)sulfonyl)carbamoyl)-5,16-dioxo-1,2,3,5,6,7,8,9,10,11,13a,14,14a,15,16,16a-hexadecahydrocyclopropa[e]pyrrolo[1,2-a][1,4]diazacyclopentadecin-6-yl)carbamate). RXN SMILES: [OH:1][C@H:2]1[CH2:42][N:5]2[C:6](=[O:41])[C@@H:7]([NH:33][C:34](=[O:40])[O:35][C:36]([CH3:39])([CH3:38])[CH3:37])[C@H:8]([CH3:32])[CH2:9][CH:10]([CH3:31])[CH2:11][CH2:12][CH:13]=[CH:14][C@@H:15]3[CH2:20][C@@:16]3([C:21](=[O:30])[NH:22][S:23]([C:26]3([CH3:29])[CH2:28][CH2:27]3)(=[O:25])=[O:24])[NH:17][C:18](=[O:19])[C@@H:4]2[CH2:3]1.Cl[C:44]1[C:53]2[C:48](=[CH:49][C:50]([O:54][CH3:55])=[CH:51][CH:52]=2)[CH:47]=[C:46]([N:56]([CH3:58])[CH3:57])[N:45]=1.CC(C)([O-])C.[K+]>CS(C)=O>[CH3:57][N:56]([CH3:58])[C:46]1[N:45]=[C:44]([O:1][C@H:2]2[CH2:42][N:5]3[C:6](=[O:41])[C@@H:7]([NH:33][C:34](=[O:40])[O:35][C:36]([CH3:39])([CH3:38])[CH3:37])[C@H:8]([CH3:32])[CH2:9][CH:10]([CH3:31])[CH2:11][CH2:12][CH:13]=[CH:14][C@@H:15]4[CH2:20][C@@:16]4([C:21](=[O:30])[NH:22][S:23]([C:26]4([CH3:29])[CH2:28][CH2:27]4)(=[O:24])=[O:25])[NH:17][C:18](=[O:19])[C@@H:4]3[CH2:3]2)[C:53]2[C:48]([CH:47]=1)=[CH:49][C:50]([O:54][CH3:55])=[CH:51][CH:52]=2 |f:2.3|. Reported procedure: To a mixture of tert-butyl ((2R,6S,7R,13aS,14aR,16aS,Z)-2-hydroxy-7,9-dimethyl-14a-(((1-methylcyclopropyl)sulfonyl)carbamoyl)-5,16-dioxo-1,2,3,5,6,7,8,9,10,11,13a,14,14a,15,16,16a-hexadecahydrocyclopropa[e]pyrrolo[1,2-a][1,4]diazacyclopentadecin-6-yl)carbamate (150 mg, 0.246 mmol),1-chloro-6-methoxy-N,N-dimethylisoquinolin-3-amine (69.8 mg, 0.295 mmol), and potassium tert-butoxide (138 mg, 1.228 mmol) was added DMSO (5 mL) and then the mixture was sonicated for 15 min. The resulting solution was... The reactants are 1-benzyl-piperidine 4-ethyl carboxylate, C1CCOC1 (THF), [N+](=O)([O-])\C=C\C1=CC=CC=C1 (trans-beta-nitrostyrene), C1CCOC1 (THF), C(C)(C)NC(C)C (diisopropylamine), [Li]CCCC (BuLi), C1CCOC1 (THF). Reaction conditions: temperature -20 celsius. The product is [Li+].CC(C)[N-]C(C)C (LDA), C1(=CC=CC=C1)C1CNC(C12CCNCC2)=O (rac-4-Phenyl-2,8-diaza-spiro[4.5]decan-1-one). Isolated yield 84.0%. Reaction SMILES: [CH:1]([NH:4][CH:5]([CH3:7])[CH3:6])([CH3:3])[CH3:2].[Li:8]CCCC.[N+:13](/[CH:16]=[CH:17]/[C:18]1[CH:23]=[CH:22][CH:21]=[CH:20][CH:19]=1)([O-])=O.[CH2:24]1[CH2:28][O:27][CH2:26][CH2:25]1>>[Li+:8].[CH3:2][CH:1]([N-:4][CH:5]([CH3:7])[CH3:6])[CH3:3].[C:18]1([CH:17]2[C:25]3([CH2:24][CH2:28][NH:4][CH2:1][CH2:2]3)[C:26](=[O:27])[NH:13][CH2:16]2)[CH:23]=[CH:22][CH:21]=[CH:20][CH:19]=1 |f:4.5|. Reported procedure: An LDA (14 mmol) solution was prepared by treating diisopropylamine (1.37 g, 14 mmol) with BuLi (1.6 M, 8.5 mL, 14 mmol) at −78° C. in dry THF (10 mL) under argon and allowing to warm up to −20° C. This solution was then cooled to −60° C. added to a solution of 1-benzyl-piperidine-4-ethyl carboxylate (3.05 g, 12 mmol) in THF (8 mL) at −60° C. and allowed to warm up to −40° C. over 1 h whereupon a solution of trans-beta-nitrostyrene (1.93 g, 13 mmol) in THF (8 mL) was added dropwise. The reaction... The reactants are C(Cl)Cl.CCCCCC (CH2Cl2 hexane), ( s ), ( 79 ), ( s ), ( m ), C12H14, N(=[N+]=[N-])[C@@]1(C(O)O[C@@H]([C@H]([C@@H]1O)O)CO)O (2-azido-glucopyranose), ( m ), ( s ), ( s ), ( w ). Solvent: C(Cl)(Cl)(Cl)Cl (CCl4). Product: C1(=CC=CC=C1)C1C=CCCC1 (3-Phenylcyclohexene). Reaction SMILES: C(Cl)Cl.[CH3:4][CH2:5][CH2:6][CH2:7][CH2:8][CH3:9].N([C@@:13]1(O)[C@@H:19](O)[C@H:18](O)[C@@H:17]([CH2:22]O)O[CH:14]1O)=[N+]=[N-]>C(Cl)(Cl)(Cl)Cl>[C:6]1([CH:13]2[CH2:19][CH2:18][CH2:17][CH:22]=[CH:14]2)[CH:5]=[CH:4][CH:9]=[CH:8][CH:7]=1 |f:0.1|. Reported procedure: TLC Rf=0.67 (10% CH2Cl2/hexane); IR (CCl4) 3088 (m),3063 (m),3025 (s), 2938 (s), 2863 (s), 2838 (s), 1656 (w), 1606 (m), 1543 (m); 1H NMR (CDCl3) δ0.85-2.09 (m, 6H), 3.38 (bs, 1H), 5.70 (dd, J=10.0, 2.1, 1H), 5.86-5.88 (m, 1H), 7.16-7.30 (m, 5H); 13C NMR (CDCl3) δ21.2, 22.7, 32.6, 41.8, 125.9, 127.7, 128.2, 128.3, 130.2, 146.6; LRMS (EI) 159 ((M+1), 15), 158 ((M+), 100), 143 (43), 129 (79); HRMS (EI) calculated for C12H14 158.1096 (M+), found 158.1098. The IR, 1H NMR and 13C NMR, and MS matched ... Reactants: C1CCOC1, COc1ccc(CC(=O)Cl)cc1OC, COc1ccc(CCCN)cc1OC, [Na+], O=C([O-])O. Yields the product COc1ccc(CCCNC(=O)Cc2ccc(OC)c(OC)c2)cc1OC. RXN SMILES: [CH2:34]1[O:35][CH2:36][CH2:37][CH2:38]1.[CH3:15][O:16][c:17]1[cH:18][c:19]([CH2:25][C:26](=[O:27])[Cl:28])[cH:20][cH:21][c:22]1[O:23][CH3:24].[CH3:1][O:2][c:3]1[cH:4][c:5]([CH2:11][CH2:12][CH2:13][NH2:14])[cH:6][cH:7][c:8]1[O:9][CH3:10].[Na+:33].[O-:29][C:30]([OH:31])=[O:32]>>[CH3:1][O:2][c:3]1[cH:4][c:5]([CH2:11][CH2:12][CH2:13][NH:14][C:26]([CH2:25][c:19]2[cH:18][c:17]([O:16][CH3:15])[c:22]([O:23][CH3:24])[cH:21][cH:20]2)=[O:27])[cH:6][cH:7][c:8]1[O:9][CH3:10]. Reaction conditions: temperature 70 celsius, time 30 minute. Yields the product N1(N=CC=C1)C1=CC=C(CN2N=C3C(C=4C=CC=CC24)=NNC3=O)C=C1 (5-[4-(1H-pyrazol-1-yl)benzyl]-2,5-dihydro-3H-pyrazolo[4,3-c]cinnolin-3-one). RXN SMILES: [N:1]1([C:6]2[CH:28]=[CH:27][C:9]([CH2:10][N:11]3[C:20]4[C:15](=[CH:16][CH:17]=[CH:18][CH:19]=4)[C:14](=S)[C:13]([C:22]([O:24]CC)=O)=[N:12]3)=[CH:8][CH:7]=2)[CH:5]=[CH:4][CH:3]=[N:2]1.[NH2:29][NH2:30]>C(O)C>[N:1]1([C:6]2[CH:7]=[CH:8][C:9]([CH2:10][N:11]3[C:20]4[CH:19]=[CH:18][CH:17]=[CH:16][C:15]=4[C:14]4=[N:29][NH:30][C:22](=[O:24])[C:13]4=[N:12]3)=[CH:27][CH:28]=2)[CH:5]=[CH:4][CH:3]=[N:2]1. Procedure details: Ethyl 1-[4-(1H-pyrazol-1-yl)benzyl]-4-thioxo-1,4-dihydrocinnoline-3-carboxylate [(Example 31, Step 4) 449 mg, 1.15 mmol] was dissolved in ethanol (12.0 mL) and treated with hydrazine (0.61 mL, 19.57 mmol, 17 equiv). The mixture was stirred at 70° C. for 30 minutes then cooled to ambient temperature and concentrated in vacuo. The residue was suspended in ethyl acetate and filtered. The resulting solid was washed with dichloromethane and dried under in vacuo to afford the titled compound as a dark... The solvent is C(C)O (ethanol). Starting materials: N1(N=CC=C1)C1=CC=C(CN2N=C(C(C3=CC=CC=C23)=S)C(=O)OCC)C=C1 (ethyl 1-[4-(1H-pyrazol-1-yl)benzyl]-4-thioxo-1,4-dihydrocinnoline-3-carboxylate), NN (hydrazine). The reactants are [BH4-], O=Cc1ccc(OCc2ccccc2)c(Br)c1, [Cl-], [NH4+], [Na+], C1CCOC1. Product: OCc1ccc(OCc2ccccc2)c(Br)c1. Reaction SMILES: [BH4-:18].[CH2:1]([c:2]1[cH:3][cH:4][cH:5][cH:6][cH:7]1)[O:8][c:9]1[c:10]([Br:17])[cH:11][c:12]([CH:13]=[O:14])[cH:15][cH:16]1.[Cl-:20].[NH4+:21].[Na+:19].[O:22]1[CH2:23][CH2:24][CH2:25][CH2:26]1>>[CH2:1]([c:2]1[cH:3][cH:4][cH:5][cH:6][cH:7]1)[O:8][c:9]1[c:10]([Br:17])[cH:11][c:12]([CH2:13][OH:14])[cH:15][cH:16]1. Reactants: Cl[Sn]Cl.O (SnCl2.H2O), C(C)(C)(C)OC(=O)N1CCC(CC1)NC1=NC=C(C=C1)[N+](=O)[O-] (4-(5-nitro-pyridin-2-ylamino)-piperidine-1-carboxylic acid tert-butyl ester). Run in C(C)(=O)OCC (ethyl acetate). Reaction conditions: time 8 hour. The product is C(C)(C)(C)OC(=O)N1CCC(CC1)NC1=NC=C(C=C1)N (4-(5-Amino-pyridin-2-ylamino)-piperidine-1-carboxylic acid tert-butyl ester). RXN SMILES: Cl[Sn]Cl.O.[C:5]([O:9][C:10]([N:12]1[CH2:17][CH2:16][CH:15]([NH:18][C:19]2[CH:24]=[CH:23][C:22]([N+:25]([O-])=O)=[CH:21][N:20]=2)[CH2:14][CH2:13]1)=[O:11])([CH3:8])([CH3:7])[CH3:6]>C(OCC)(=O)C>[C:5]([O:9][C:10]([N:12]1[CH2:13][CH2:14][CH:15]([NH:18][C:19]2[CH:24]=[CH:23][C:22]([NH2:25])=[CH:21][N:20]=2)[CH2:16][CH2:17]1)=[O:11])([CH3:8])([CH3:6])[CH3:7] |f:0.1|. Procedure details: Add SnCl2.H2O (11.8 mmol, 2.7 g) over a solution of 4-(5-nitro-pyridin-2-ylamino)-piperidine-1-carboxylic acid tert-butyl ester (2.4 mmol, 0.8 g) in 20 mL of ethyl acetate. Stir the solution at room temperature overnight. Add aqueous NaHCO3 solution until the solution pH is basic and extract with ethyl acetate. Filter the suspension through a pad of Celite®. Combine the organic layers and wash with saturated aq. sodium chloride, dry over sodium sulfate, filter, and concentrate under reduced pres... Reactants: FC(F)(F)C=CBr, O=C([O-])[O-], OB(O)c1ccc(OCc2ccccc2)cc1, CCOC(C)=O, [Cs+], [Cs+], CN(C)C=O, O. The product is FC(F)(F)C=Cc1ccc(OCc2ccccc2)cc1. Reaction SMILES: [Br:18][CH:19]=[CH:20][C:21]([F:22])([F:23])[F:24].[C:25](=[O:26])([O-:27])[O-:28].[CH2:1]([c:2]1[cH:3][cH:4][cH:5][cH:6][cH:7]1)[O:8][c:9]1[cH:10][cH:11][c:12]([B:15]([OH:16])[OH:17])[cH:13][cH:14]1.[CH3:37][CH2:38][O:39][C:40]([CH3:41])=[O:42].[Cs+:29].[Cs+:30].[O:32]=[CH:33][N:34]([CH3:35])[CH3:36].[OH2:31]>>[CH2:1]([c:2]1[cH:3][cH:4][cH:5][cH:6][cH:7]1)[O:8][c:9]1[cH:10][cH:11][c:12]([CH:19]=[CH:20][C:21]([F:22])([F:23])[F:24])[cH:13][cH:14]1. Run at time 48 hour. Starting materials: C(SC1=CC(=C(C(=C1)C(C)(C)C)O)C(C)(C)C)(=O)SC1=CC(=C(C(=C1)C(C)(C)C)O)C(C)(C)C (S,S-bis[3,5-bis(1,1-dimethylethyl)-4-hydroxyphenyl] carbonodithioate), O.NN (hydrazine monohydrate). Product: N(N)C(SC1=CC(=C(C(=C1)C(C)(C)C)O)C(C)(C)C)=O (S-[3,5-bis(1,1-dimethylethyl)-4-hydroxyphenyl] hydrazinecarbothioate). As a reaction SMILES: [C:1](SC1C=C(C(C)(C)C)C(O)=C(C(C)(C)C)C=1)(=[O:18])[S:2][C:3]1[CH:8]=[C:7]([C:9]([CH3:12])([CH3:11])[CH3:10])[C:6]([OH:13])=[C:5]([C:14]([CH3:17])([CH3:16])[CH3:15])[CH:4]=1.O.[NH2:36][NH2:37]>ClCCl>[NH:36]([C:1](=[O:18])[S:2][C:3]1[CH:8]=[C:7]([C:9]([CH3:12])([CH3:11])[CH3:10])[C:6]([OH:13])=[C:5]([C:14]([CH3:17])([CH3:16])[CH3:15])[CH:4]=1)[NH2:37] |f:1.2|. Run in ClCCl (dichloromethane), ClCCl (dichloromethane). Isolated yield 92.7%. Reported procedure: A solution of S,S-bis[3,5-bis(1,1-dimethylethyl)-4-hydroxyphenyl] carbonodithioate (5.0 g, 9.9 mmol) in dichloromethane (50 mL) is added dropwise to a 0° C. solution of hydrazine monohydrate (1.1 g, 22.0 mmol) in dichloromethane (60 mL). The ice bath is removed and the reaction is stirred vigorously for 48 hours. The reaction mixture is diluted with ethyl acetate and washed four times with water and once with brine. The organic phase is dried over magnesium sulfate and the solvents are evaporate... Starting materials: BrC=1C(=C(C=CC1)N1N=C(C(C(=C1)OC)=O)C(=O)O)F (1-(3-bromo-2-fluorophenyl)-5-methoxy-4-oxo-1,4-dihydropyridazine-3-carboxylic acid), C1=CN(C=N1)C(=O)N2C=CN=C2 (CDI), Cl.CNOC (N,O-dimethylhydroxylamine hydrochloride), CCN(C(C)C)C(C)C (i-Pr2NEt). Run in O (water), Cl (HCl), C1CCOC1 (THF). Conditions: temperature 40 celsius, time 18 hour. Product: BrC=1C(=C(C=CC1)N1N=C(C(C(=C1)OC)=O)C(=O)N(C)OC)F (1-(3-Bromo-2-fluorophenyl)-N,5-dimethoxy-N-methyl-4-oxo-1,4-dihydropyridazine-3-carboxamide). Yield: 99.3%. Reaction SMILES: [Br:1][C:2]1[C:3]([F:20])=[C:4]([N:8]2[CH:13]=[C:12]([O:14][CH3:15])[C:11](=[O:16])[C:10]([C:17]([OH:19])=O)=[N:9]2)[CH:5]=[CH:6][CH:7]=1.C1N=CN(C(N2C=NC=C2)=O)C=1.Cl.[CH3:34][NH:35][O:36][CH3:37].CCN(C(C)C)C(C)C>C1COCC1.O.Cl>[Br:1][C:2]1[C:3]([F:20])=[C:4]([N:8]2[CH:13]=[C:12]([O:14][CH3:15])[C:11](=[O:16])[C:10]([C:17]([N:35]([O:36][CH3:37])[CH3:34])=[O:19])=[N:9]2)[CH:5]=[CH:6][CH:7]=1 |f:2.3|. Procedure details: A mixture of 1-(3-bromo-2-fluorophenyl)-5-methoxy-4-oxo-1,4-dihydropyridazine-3-carboxylic acid (3.76 g, 11.0 mmol) and CDI (1.95 g, 12.1 mmol) in THF (38 mL) was heated to 40° C. for 2 h. To the solution were added N,O-dimethylhydroxylamine hydrochloride (1.60 g, 16.4 mmol) and i-Pr2NEt (2.86 mL, 16.4 mmol) at room temperature. The mixture was stirred at room temperature for 18 h. The mixture was diluted with water and 1 M HCl aqueous solution, extracted with EtOAc, dried over Na2SO4, filtered,...